This data is from the Open Reaction Database (ORD), a public repository of structured organic reaction records. The task is: describe an organic reaction: reactants, conditions, products, and yield Reactants: N1(CCCC1)C(=O)C1C(CCCC1)=O (2-(Pyrrolidine-1-carbonyl)-cyclohexanone), C(C)(C)(C)OC(N(C)C)N(C)C (tert.-butoxy-bis-(dimethylamino)-methane). The product is CN(C=C1C(C(CCC1)C(=O)N1CCCC1)=O)C (2-[1-Dimethylamino-methylidene]-6-(pyrrolidine-1-carbonyl)-cyclohexanone). Reaction SMILES: [N:1]1([C:6]([CH:8]2[CH2:13][CH2:12][CH2:11][CH2:10][C:9]2=[O:14])=[O:7])[CH2:5][CH2:4][CH2:3][CH2:2]1.C(O[CH:20](N(C)C)[N:21]([CH3:23])[CH3:22])(C)(C)C>>[CH3:20][N:21]([CH3:23])[CH:22]=[C:10]1[CH2:11][CH2:12][CH2:13][CH:8]([C:6]([N:1]2[CH2:2][CH2:3][CH2:4][CH2:5]2)=[O:7])[C:9]1=[O:14]. Reported procedure: 2-(Pyrrolidine-1-carbonyl)-cyclohexanone (56 mg, 0.29 mmol) was reacted with tert.-butoxy-bis-(dimethylamino)-methane using in analogous manner the procedure described in example 45a) to give crude title compound (58 mg) as a yellow oil which was used directly in the next step. MS ISP (m/e): 251.3 (100) [(M+H)+].